Dataset: the Open Reaction Database (ORD), a public repository of structured organic reaction records. Task: describe an organic reaction: reactants, conditions, products, and yield Reactants: Cl (hydrogen chloride), C1COCCOCCOCCOCCOCCO1 (18-crown-6), BrC1=CC(=C(C=C1)I)OC(F)(F)F (4-Bromo-1-iodo-2-trifluoromethoxy-benzene), N[C@H]1CC[C@H](CC1)NC1=NC2=CC=CC=C2C(=N1)N(CC)CC (cis-N2-(4-amino-cyclohexyl)-N4,N4-diethyl-quinazoline-2,4-diamine), CC(C)([O-])C.[Na+] (sodium tert-butoxide), C1=CC=C(C=C1)P(C2=CC=CC=C2)C3=C(C4=CC=CC=C4C=C3)C5=C(C=CC6=CC=CC=C65)P(C7=CC=CC=C7)C8=CC=CC=C8 ((R)-(+)-2,2′-Bis(diphenylphosphino)-1,1′-binaphthyl). Reagents/catalysts: C=1C=CC(=CC1)/C=C/C(=O)/C=C/C2=CC=CC=C2.C=1C=CC(=CC1)/C=C/C(=O)/C=C/C2=CC=CC=C2.C=1C=CC(=CC1)/C=C/C(=O)/C=C/C2=CC=CC=C2.[Pd].[Pd] (tris(dibenzylideneacetone)dipalladium). Solvent: CCOCC (Et2O), CCOC(=O)C (EtOAc), C1CCOC1 (THF). Product: Cl.Cl.BrC1=CC(=C(C=C1)N[C@H]1CC[C@H](CC1)NC1=NC2=CC=CC=C2C(=N1)N(C)C)OC(F)(F)F (cis-N2-[4-(4-bromo-2-trifluoromethoxy-phenylamino)-cyclohexyl]-N4,N4-dimethyl-quinazoline-2,4-diamine dihydrochloride). Yield: 18.0%. Reaction SMILES: C1OCCOCCOCCOCCOCCOC1.[Br:19][C:20]1[CH:25]=[CH:24][C:23](I)=[C:22]([O:27][C:28]([F:31])([F:30])[F:29])[CH:21]=1.[NH2:32][C@@H:33]1[CH2:38][CH2:37][C@H:36]([NH:39][C:40]2[N:49]=[C:48]([N:50]([CH2:53]C)[CH2:51]C)[C:47]3[C:42](=[CH:43][CH:44]=[CH:45][CH:46]=3)[N:41]=2)[CH2:35][CH2:34]1.CC(C)([O-])C.[Na+].C1C=CC(P(C2C=CC3C(=CC=CC=3)C=2C2C3C(=CC=CC=3)C=CC=2P(C2C=CC=CC=2)C2C=CC=CC=2)C2C=CC=CC=2)=CC=1.[ClH:107]>CCOCC.CCOC(C)=O.C1C=CC(/C=C/C(/C=C/C2C=CC=CC=2)=O)=CC=1.C1C=CC(/C=C/C(/C=C/C2C=CC=CC=2)=O)=CC=1.C1C=CC(/C=C/C(/C=C/C2C=CC=CC=2)=O)=CC=1.[Pd].[Pd].C1COCC1>[ClH:107].[ClH:107].[Br:19][C:20]1[CH:25]=[CH:24][C:23]([NH:32][C@@H:33]2[CH2:34][CH2:35][C@H:36]([NH:39][C:40]3[N:49]=[C:48]([N:50]([CH3:53])[CH3:51])[C:47]4[C:42](=[CH:43][CH:44]=[CH:45][CH:46]=4)[N:41]=3)[CH2:37][CH2:38]2)=[C:22]([O:27][C:28]([F:31])([F:30])[F:29])[CH:21]=1 |f:3.4,9.10.11.12.13,15.16.17|. Reported procedure: To a glass flask were added 18-crown-6 (647 mg, 2.45 mmol), 4-Bromo-1-iodo-2-trifluoromethoxy-benzene (770 mg, 2.10 mmol), cis-N2-(4-amino-cyclohexyl)-N4,N4-dimethyl-quinazoline-2,4-diamine obtained in step C of example 9 (500 mg, 1.75 mmol), sodium tert-butoxide (235 mg, 2.45 mmol), tris(dibenzylideneacetone)dipalladium (160 mg, 0.175 mmol), (R)-(+)-2,2′-Bis(diphenylphosphino)-1,1′-binaphthyl (160 mg, 0.175 mmol) and THF (3.5 mL). The reaction mixture was stirred at reflux 18 hr. The mixture wa... The reactants are N1=CC=C2N1C(C1=C(N2)N=CC=C1)=O (pyrazolo[1,5 -a]pyrido[2,3-d]pyrimidin-9(4H)-one), [OH-].[K+] (potassium hydroxide), CO (methanol). Run at time 30 minute. The product is CN1C=2N(C(C3=C1N=CC=C3)=O)N=CC2 (4-Methylpyrazolo[1,5-a]pyrido[2,3-d]pyrimidin-9(4H)-one). As a reaction SMILES: [N:1]1[N:5]2[C:6](=[O:14])[C:7]3[CH:13]=[CH:12][CH:11]=[N:10][C:8]=3[NH:9][C:4]2=[CH:3][CH:2]=1.[OH-].[K+].[CH3:17]O>>[CH3:17][N:9]1[C:8]2[N:10]=[CH:11][CH:12]=[CH:13][C:7]=2[C:6](=[O:14])[N:5]2[N:1]=[CH:2][CH:3]=[C:4]12 |f:1.2|. Reported procedure: 1.8 g. of pyrazolo[1,5 -a]pyrido[2,3-d]pyrimidin-9(4H)-one are suspended in 10 ml. of methanol. 0.6 g. of potassium hydroxide are added and the mixture is stirred for 30 minutes. After this time, the potassium salt is filtered off and, after drying, suspended in 20 ml. of diethyleneglycol dimethyl ether. 2.5 g. of methyl iodide are added with stirring. After 20 minutes, 4-methylpyrazolo[1,5-a]pyrido[2,3-d]pyrimidin-9(4H)-one is filtered off, washed with water and recrystallized from methanol, yi... The reactants are ice, C(C1=CC=CC=C1)(=O)C#N (benzoyl cyanide), COC(C)(C)C (t-butyl methyl ether), S(O)(O)(=O)=O (sulphuric acid). Run in C(C)(=O)O (acetic acid). Reaction conditions: time 2 hour. Yields the product C(C)(C)(C)NC(C(=O)C1=CC=CC=C1)=O (phenylglyoxylic acid N-tert.-butylamide). Reaction SMILES: [C:1]([C:9]#[N:10])(=[O:8])[C:2]1[CH:7]=[CH:6][CH:5]=[CH:4][CH:3]=1.CO[C:13]([CH3:16])([CH3:15])[CH3:14].S(=O)(=O)(O)[OH:18]>C(O)(=O)C>[C:13]([NH:10][C:9](=[O:18])[C:1]([C:2]1[CH:7]=[CH:6][CH:5]=[CH:4][CH:3]=1)=[O:8])([CH3:16])([CH3:15])[CH3:14]. Procedure: 32.8 g (0.25 mole) of benzoyl cyanide, dissolved in 22 g (0.25 mole) of t-butyl methyl ether were added to a reaction mixture, which had been initially introduced into the reaction vessel, consisting of 37.5 g of concentrated sulphuric acid and 52.5 g of glacial acetic acid at 20° to 30° C. in the course or 30 minutes. After subsequently stirring the reaction mixture at room temperature for 2 hours, it was poured onto 125 g of ice and stirred thoroughly. The product which precipitates was filter... The reactants are C(C1=CC=CC=C1)OC(=O)NC=1C(NC(=CC1)C)=O (3-Benzyloxycarbonylamino-6-methylpyrid-2-one), [H-].[Na+] (sodium hydride), ICC(=O)OCC (ethyl iodoacetate). Run in Cl (hydrochloric acid), CN(C=O)C (dimethylformamide). Reaction conditions: time 45 minute. Yields the product C(C1=CC=CC=C1)OC(=O)NC=1C(N(C(=CC1)C)CC(=O)OCC)=O (Ethyl (3-Benzyloxycarbonylamino-6-methyl-2-oxo-1,2-dihydro-1-pyridyl)acetate). The yield is 55.5%. Reaction SMILES: [CH2:1]([O:8][C:9]([NH:11][C:12]1[C:13](=[O:19])[NH:14][C:15]([CH3:18])=[CH:16][CH:17]=1)=[O:10])[C:2]1[CH:7]=[CH:6][CH:5]=[CH:4][CH:3]=1.[H-].[Na+].I[CH2:23][C:24]([O:26][CH2:27][CH3:28])=[O:25]>CN(C)C=O.Cl>[CH2:1]([O:8][C:9]([NH:11][C:12]1[C:13](=[O:19])[N:14]([CH2:23][C:24]([O:26][CH2:27][CH3:28])=[O:25])[C:15]([CH3:18])=[CH:16][CH:17]=1)=[O:10])[C:2]1[CH:3]=[CH:4][CH:5]=[CH:6][CH:7]=1 |f:1.2|. Procedure details: The compound of Example 13 (1.80 g, 7.0 mmole) was added to a stirred suspension of sodium hydride (0.33 g, 8.4 mmole) in dry dimethylformamide (50 mL). After 45 minutes, ethyl iodoacetate (1.43 g, 6.7 mmole) was added, and the mixture was stirred overnight, diluted with 10% hydrochloric acid (300 mL) and extracted with ethyl acetate (3×150 mL). The organic layer was washed with brine (twice), dried and evaporated. The resulting yellow, waxy solid was chromatographed, eluting with 3% ethyl aceta... Procedure details: The Grignard reagent from the product of Step 2.1 (15 g) was prepared using magnesium in tetrahydrofuran (60 ml). Iodine (16.2 g) was added over 10 min and the mixture was stirred for 16 hrs. Water was added and then 10% sodium metabisulphite (100 ml). The product was extracted into petroleum ether and distilled. Yield 10.5 g. Reactants: II (Iodine), Grignard reagent, C(CCCC)SC1=CC=C(C=C1)Br (4-n-pentylthiobromobenzene), S(=O)(=O)([O-])S(=O)[O-].[Na+].[Na+] (sodium metabisulphite), [Mg] (magnesium). As a reaction SMILES: [CH2:1]([S:6][C:7]1[CH:12]=[CH:11][C:10](Br)=[CH:9][CH:8]=1)[CH2:2][CH2:3][CH2:4][CH3:5].[Mg].[I:15]I.S(S([O-])=O)([O-])(=O)=O.[Na+].[Na+]>O1CCCC1.O>[CH2:1]([S:6][C:7]1[CH:12]=[CH:11][C:10]([I:15])=[CH:9][CH:8]=1)[CH2:2][CH2:3][CH2:4][CH3:5] |f:3.4.5|. The solvent is O (Water), O1CCCC1 (tetrahydrofuran). Product: C(CCCC)SC1=CC=C(C=C1)I (4-n-pentylthioiodobenzene). Reaction conditions: time 16 hour. Starting materials: N(=C=O)CC1CCOCC1 (4-(Isocyanatomethyl)tetrahydropyran), ClC1=CC=C(C=C1)C=1C(=NN2C1N=CC=C2)N (3-(4-chlorophenyl)pyrazolo[1,5-a]pyrimidin-2-amine). The product is ClC1=CC=C(C=C1)C=1C(=NN2C1N=CC=C2)NC(=O)NCC2CCOCC2 (1-[3-(4-chlorophenyl)pyrazolo[1,5-a]pyrimidin-2-yl]-3-(tetrahydro-2H-pyran-4-ylmethyl)urea). RXN SMILES: [N:1]([CH2:4][CH:5]1[CH2:10][CH2:9][O:8][CH2:7][CH2:6]1)=[C:2]=[O:3].[Cl:11][C:12]1[CH:17]=[CH:16][C:15]([C:18]2[C:19]([NH2:27])=[N:20][N:21]3[CH:26]=[CH:25][CH:24]=[N:23][C:22]=23)=[CH:14][CH:13]=1>>[Cl:11][C:12]1[CH:17]=[CH:16][C:15]([C:18]2[C:19]([NH:27][C:2]([NH:1][CH2:4][CH:5]3[CH2:10][CH2:9][O:8][CH2:7][CH2:6]3)=[O:3])=[N:20][N:21]3[CH:26]=[CH:25][CH:24]=[N:23][C:22]=23)=[CH:14][CH:13]=1. Procedure: 4-(Isocyanatomethyl)tetrahydropyran (Maybridge) and the product from Example 99A were processed using method analogous to that described in Example 99B to afford the title compound. 1H NMR (400 MHz, CDCl3) δ ppm 8.51 (dd, J=6.9, 1.8 Hz, 1H), 8.47 (dd, J=4.1, 1.8 Hz, 1H), 8.21-8.31 (m, 1H), 7.54-7.56 (m, 2H), 7.46-7.49 (m, 2H), 6.89-6.90 (bs, 1H), 6.81 (dd, J=6.9, 4.1 Hz, 1H), 4.01 (dd, J=11.1, 3.6 Hz, 2H), 3.41 (td, J=11.7, 1.8 Hz, 2H), 3.33 (t, J=6.3 Hz, 2H), 1.84-1.95 (m, 1H), 1.69-1.75 (m, 2H... Starting materials: CCOC(=O)CCCBr, [H-], [Na+], C1CCOC1, N#CC(c1ccccc1)c1ccccc1. Yields the product CCOC(=O)CCCC(C#N)(c1ccccc1)c1ccccc1. Reaction SMILES: [Br:18][CH2:19][CH2:20][CH2:21][C:22](=[O:23])[O:24][CH2:25][CH3:26].[H-:16].[Na+:17].[O:27]1[CH2:28][CH2:29][CH2:30][CH2:31]1.[c:1]1([CH:7]([C:8]#[N:9])[c:10]2[cH:11][cH:12][cH:13][cH:14][cH:15]2)[cH:2][cH:3][cH:4][cH:5][cH:6]1>>[c:1]1([C:7]([C:8]#[N:9])([c:10]2[cH:11][cH:12][cH:13][cH:14][cH:15]2)[CH2:19][CH2:20][CH2:21][C:22](=[O:23])[O:24][CH2:25][CH3:26])[cH:2][cH:3][cH:4][cH:5][cH:6]1. Starting materials: CC(=O)O[BH-](OC(C)=O)OC(C)=O, CC(=O)O, COc1cc(C2CCNCC2)ccc1Nc1ncc2ccc(-c3ccccc3OC)n2n1, [Na+], C1CCOC1, O=Cc1ncc[nH]1. Yields the product COc1cc(C2CCN(Cc3ncc[nH]3)CC2)ccc1Nc1ncc2ccc(-c3ccccc3OC)n2n1. Reaction SMILES: [C:40]([O:41][BH-:42]([O:43][C:44](=[O:45])[CH3:46])[O:47][C:48](=[O:49])[CH3:50])(=[O:51])[CH3:52].[CH3:54][C:55](=[O:56])[OH:57].[CH3:8][O:9][c:10]1[c:11](-[c:16]2[cH:17][cH:18][c:19]3[cH:20][n:21][c:22]([NH:25][c:26]4[c:27]([O:38][CH3:39])[cH:28][c:29]([CH:32]5[CH2:33][CH2:34][NH:35][CH2:36][CH2:37]5)[cH:30][cH:31]4)[n:23][n:24]23)[cH:12][cH:13][cH:14][cH:15]1.[Na+:53].[O:58]1[CH2:59][CH2:60][CH2:61][CH2:62]1.[nH:1]1[c:2]([CH:6]=[O:7])[n:3][cH:4][cH:5]1>>[n:1]1[c:2]([CH2:6][N:35]2[CH2:34][CH2:33][CH:32]([c:29]3[cH:28][c:27]([O:38][CH3:39])[c:26]([NH:25][c:22]4[n:21][cH:20][c:19]5[cH:18][cH:17][c:16](-[c:11]6[c:10]([O:9][CH3:8])[cH:15][cH:14][cH:13][cH:12]6)[n:24]5[n:23]4)[cH:31][cH:30]3)[CH2:37][CH2:36]2)[nH:3][cH:4][cH:5]1. The reactants are IC=1C=C(OCCN2CCCC2)C=CC1 (1-[2-(3-iodo-phenoxy)-ethyl]-pyrrolidine), ClC1=CC=C(C=C1)C=1C=CC(=NC1)C#C (5-(4-chloro-phenyl)-2-ethynyl-pyridine). Yields the product ClC1=CC=C(C=C1)C=1C=CC(=NC1)C#CC1=CC(=CC=C1)OCCN1CCCC1 (5-(4-chloro-phenyl)-2-[3-(2-pyrrolidin-1-yl-ethoxy)-phenylethynyl]-pyridine). As a reaction SMILES: I[C:2]1[CH:3]=[C:4]([CH:13]=[CH:14][CH:15]=1)[O:5][CH2:6][CH2:7][N:8]1[CH2:12][CH2:11][CH2:10][CH2:9]1.[Cl:16][C:17]1[CH:22]=[CH:21][C:20]([C:23]2[CH:24]=[CH:25][C:26]([C:29]#[CH:30])=[N:27][CH:28]=2)=[CH:19][CH:18]=1>>[Cl:16][C:17]1[CH:18]=[CH:19][C:20]([C:23]2[CH:24]=[CH:25][C:26]([C:29]#[C:30][C:2]3[CH:15]=[CH:14][CH:13]=[C:4]([O:5][CH2:6][CH2:7][N:8]4[CH2:12][CH2:11][CH2:10][CH2:9]4)[CH:3]=3)=[N:27][CH:28]=2)=[CH:21][CH:22]=1. Reported procedure: Prepared according to general working method I from 1-[2-(3-iodo-phenoxy)-ethyl]-pyrrolidine (119 mg, 0.37 mmol) and 5-(4-chloro-phenyl)-2-ethynyl-pyridine (80 mg, 0.37 mmol). Reactants: [H-].[Na+] (sodium hydride), C(C)C1=C2C(=C(C=C(C2=CC=C1)C=O)OC)OCOC (5-ethyl-3-methoxy-4-methoxymethoxy-1-naphthalenecarbaldehyde), O (water), C(C)OP(=O)(OCC)CC(=O)N1CCCCC1 (N-(diethoxyphosphoryl)acetylpiperidine). Solvent: CN(C=O)C (N,N-dimethylformamide), CN(C=O)C (N,N-dimethylformamide). Reaction conditions: time 10 minute. Product: C(C)C1=C2C(=C(C=C(C2=CC=C1)/C=C/C(=O)N1CCCCC1)OC)O ((E)-1-[3-(5-ethyl-4-hydroxy-3-methoxy-1-naphthyl)-1-oxo-2-propenyl]piperidine). Yield: 111.1%. Reaction SMILES: [H-].[Na+].C(OP([CH2:11][C:12]([N:14]1[CH2:19][CH2:18][CH2:17][CH2:16][CH2:15]1)=[O:13])(OCC)=O)C.[CH2:20]([C:22]1[CH:31]=[CH:30][CH:29]=[C:28]2[C:23]=1[C:24]([O:36]COC)=[C:25]([O:34][CH3:35])[CH:26]=[C:27]2[CH:32]=O)[CH3:21].O>CN(C)C=O>[CH2:20]([C:22]1[CH:31]=[CH:30][CH:29]=[C:28]2[C:23]=1[C:24]([OH:36])=[C:25]([O:34][CH3:35])[CH:26]=[C:27]2/[CH:32]=[CH:11]/[C:12]([N:14]1[CH2:15][CH2:16][CH2:17][CH2:18][CH2:19]1)=[O:13])[CH3:21] |f:0.1|. Procedure details: 0.15 g of 60% sodium hydride was suspended in 20 ml of N,N-dimethylformamide, to which 1.15 g of N-(diethoxyphosphoryl)acetylpiperidine was gradually added at room temperature. After stirring for 10 minutes, a solution of 800 mg of 5-ethyl-3-methoxy-4-methoxymethoxy-1-naphthalenecarbaldehyde in N,N-dimethylformamide (10 ml) was gradually added. After stirring for 20 minutes, water was added, followed by extraction with ethyl acetate. The combined extracts were washed with water and dried over an...